This data is from the Open Reaction Database (ORD), a public repository of structured organic reaction records. The task is: describe an organic reaction: reactants, conditions, products, and yield Reactants: CCOC(=O)C(C)C(=O)N1CC(O)CC1C(=O)O, CO, [Na+], [OH-]. Product: CC(C(=O)O)C(=O)N1CC(O)CC1C(=O)O. As a reaction SMILES: [CH2:1]([CH3:2])[O:3][C:4](=[O:5])[CH:6]([C:7](=[O:8])[N:9]1[CH:10]([C:11](=[O:12])[OH:13])[CH2:14][CH:15]([OH:16])[CH2:17]1)[CH3:18].[CH3:21][OH:22].[Na+:20].[OH-:19]>>[O:3]=[C:4]([OH:5])[CH:6]([C:7](=[O:8])[N:9]1[CH:10]([C:11](=[O:12])[OH:13])[CH2:14][CH:15]([OH:16])[CH2:17]1)[CH3:18]. Reactants: C(C)(C)(C)OC(NC1=C(C=C(C(=C1)N(C)CC(C)C)C)N)=O ([2-amino-5-(isobutyl-methyl-amino)-4-methyl-phenyl]-carbamic acid tert-butyl ester), C(C)(C)(C)OC(CC(=O)C1=CC(=CC=C1)C1=CC(=NO1)C)=O (3-[3-(3-methyl-isoxazol-5-yl)-phenyl]-3-oxo-propionic acid tert-butyl ester). The product is C(C)(C)(C)OC(NC1=C(C=C(C(=C1)N(C)CC(C)C)C)NC(CC(=O)C1=CC(=CC=C1)C1=CC(=NO1)C)=O)=O ((5-(Isobutyl-methyl-amino)-4-methyl-2-{3-[3-(3-methyl-isoxazol-5-yl)-phenyl]-3-oxo-propionylamino}-phenyl)-carbamic acid tert-butyl ester), foam. The yield is 62.0%. Reaction SMILES: [C:1]([O:5][C:6](=[O:22])[NH:7][C:8]1[CH:13]=[C:12]([N:14]([CH2:16][CH:17]([CH3:19])[CH3:18])[CH3:15])[C:11]([CH3:20])=[CH:10][C:9]=1[NH2:21])([CH3:4])([CH3:3])[CH3:2].C([O:27][C:28](=O)[CH2:29][C:30]([C:32]1[CH:37]=[CH:36][CH:35]=[C:34]([C:38]2[O:42][N:41]=[C:40]([CH3:43])[CH:39]=2)[CH:33]=1)=[O:31])(C)(C)C>>[C:1]([O:5][C:6](=[O:22])[NH:7][C:8]1[CH:13]=[C:12]([N:14]([CH2:16][CH:17]([CH3:18])[CH3:19])[CH3:15])[C:11]([CH3:20])=[CH:10][C:9]=1[NH:21][C:28](=[O:27])[CH2:29][C:30]([C:32]1[CH:37]=[CH:36][CH:35]=[C:34]([C:38]2[O:42][N:41]=[C:40]([CH3:43])[CH:39]=2)[CH:33]=1)=[O:31])([CH3:3])([CH3:2])[CH3:4]. Reported procedure: The title compound was prepared from [2-amino-5-(isobutyl-methyl-amino)-4-methyl-phenyl]-carbamic acid tert-butyl ester (Example J38) (307 mg, 1.0 mmol) and 3-[3-(3-methyl-isoxazol-5-yl)-phenyl]-3-oxo-propionic acid tert-butyl ester (Example K4) (301 mg, 1.0 mmol) according to the general procedure M. Obtained as a light yellow foam (330 mg, 62%). Reactants: BrC=1C=C(C(N(C1)C)=O)NC1=NC=CN=C1 (5-Bromo-1-methyl-3-(pyrazin-2-ylamino)pyridin-2(1H)-one), C(C)(=O)OCC=1C(=NC=CC1B(O)O)N1C(C2=CC=3CC(CC3N2CC1)(C)C)=O ({3-[(acetoxy)methyl]-2-{4,4-dimethyl-9-oxo-1,10-diazatricyclo[6.4.0.02,6]dodeca-2(6),7-dien-10-yl}pyridin-4-yl}boronic acid), [O-]P(=O)([O-])[O-].[K+].[K+].[K+] (K3PO4), O.O.O.C(C)(=O)[O-].[Na+] (sodium acetate trihydrate). Reagents/catalysts: O (water), C1=CC=C(C=C1)P([C-]2C=CC=C2)C3=CC=CC=C3.C1=CC=C(C=C1)P([C-]2C=CC=C2)C3=CC=CC=C3.Cl[Pd]Cl.[Fe+2] (Pd(dppf)Cl2). Run in C(C)#N (acetonitrile). Conditions: temperature 100 celsius, time 2 hour. The product is C(C)(=O)OCC=1C(=NC=CC1C1=CN(C(C(=C1)NC1=NC=CN=C1)=O)C)N1C(C2=CC=3CC(CC3N2CC1)(C)C)=O ((2-{4,4-Dimethyl-9-oxo-1,10-diazatricyclo[6.4.0.02,6]dodeca-2(6),7-dien-10-yl}-4-{1-methyl-6-oxo-5-[(pyrazin-2-yl)amino]-1,6-dihydropyridin-3-yl}pyridin-3-yl)methyl Acetate). Isolated yield 38.7%. Reaction SMILES: Br[C:2]1[CH:3]=[C:4]([NH:10][C:11]2[CH:16]=[N:15][CH:14]=[CH:13][N:12]=2)[C:5](=[O:9])[N:6]([CH3:8])[CH:7]=1.[C:17]([O:20][CH2:21][C:22]1[C:23]([N:31]2[CH2:42][CH2:41][N:40]3[C:33](=[CH:34][C:35]4[CH2:36][C:37]([CH3:44])([CH3:43])[CH2:38][C:39]=43)[C:32]2=[O:45])=[N:24][CH:25]=[CH:26][C:27]=1B(O)O)(=[O:19])[CH3:18].[O-]P([O-])([O-])=O.[K+].[K+].[K+].O.O.O.C([O-])(=O)C.[Na+]>O.C1C=CC(P(C2C=CC=CC=2)[C-]2C=CC=C2)=CC=1.C1C=CC(P(C2C=CC=CC=2)[C-]2C=CC=C2)=CC=1.Cl[Pd]Cl.[Fe+2].C(#N)C>[C:17]([O:20][CH2:21][C:22]1[C:23]([N:31]2[CH2:42][CH2:41][N:40]3[C:33](=[CH:34][C:35]4[CH2:36][C:37]([CH3:44])([CH3:43])[CH2:38][C:39]=43)[C:32]2=[O:45])=[N:24][CH:25]=[CH:26][C:27]=1[C:2]1[CH:3]=[C:4]([NH:10][C:11]2[CH:16]=[N:15][CH:14]=[CH:13][N:12]=2)[C:5](=[O:9])[N:6]([CH3:8])[CH:7]=1)(=[O:19])[CH3:18] |f:2.3.4.5,6.7.8.9.10,12.13.14.15|. Procedure details: A 50-mL single-neck round-bottomed flask equipped with a reflux condenser was charged with 5-bromo-1-methyl-3-(pyrazin-2-ylamino)pyridin-2(1H)-one 162a (210 mg, 0.70 mmol), {3-[(acetoxy)methyl]-2-{4,4-dimethyl-9-oxo-1,10-diazatricyclo[6.4.0.02,6]dodeca-2(6),7-dien-10-yl}pyridin-4-yl}boronic acid 199e (560 mg, 1.4 mmol), Pd(dppf)Cl2 (70 mg, 0.035 mmol), K3PO4 (320 mg, 1.4 mmol), sodium acetate trihydrate (210 mg, 1.4 mmol), acetonitrile (10 mL), and water (6 drops). The system was evacuated and r... Reactants: NC1CCCCC1, NC(N)=O, O. Product: NC(=O)NC1CCCCC1. As a reaction SMILES: [NH2:1][CH:2]1[CH2:3][CH2:4][CH2:5][CH2:6][CH2:7]1.[NH2:8][C:9]([NH2:10])=[O:11].[OH2:12]>>[NH:1]([CH:2]1[CH2:3][CH2:4][CH2:5][CH2:6][CH2:7]1)[C:9]([NH2:8])=[O:11]. The reactants are [H-].[Na+] (Sodium hydride), CN1CCN(CC1)C1=NC=CC(=C1)N (2-(4-methylpiperazin-1-yl)pyridin-4-ylamine), ClC1=NC(=NC(=C1CCCl)C1=CC(=CC=C1)OC)N1CCOCC1 (4-[4-chloro-5-(2-chloroethyl)-6-(3-methoxyphenyl)-pyrimidin-2-yl]morpholine). Solvent: O1CCCC1 (tetrahydrofuran). Conditions: time 2 hour. The product is COC=1C=C(C=CC1)C=1C2=C(N=C(N1)N1CCOCC1)N(CC2)C2=CC(=NC=C2)OCCN(C)C ((2-{4-[4-(3-Methoxy-phenyl)-2-morpholin-4-yl-5,6-dihydro-pyrrolo[2,3-d]pyrimidin-7-yl]-pyridin-2-yloxy}-ethyl)-dimethyl-amine). The yield is 320.2%. RXN SMILES: [H-].[Na+].CN1CCN([C:10]2[CH:15]=[C:14]([NH2:16])[CH:13]=[CH:12][N:11]=2)CC1.Cl[C:18]1[C:23]([CH2:24][CH2:25]Cl)=[C:22]([C:27]2[CH:32]=[CH:31][CH:30]=[C:29]([O:33][CH3:34])[CH:28]=2)[N:21]=[C:20]([N:35]2[CH2:40][CH2:39][O:38][CH2:37][CH2:36]2)[N:19]=1>O1CCCC1>[CH3:34][O:33][C:29]1[CH:28]=[C:27]([C:22]2[C:23]3[CH2:24][CH2:25][N:16]([C:14]4[CH:13]=[CH:12][N:11]=[C:10]([O:38][CH2:37][CH2:36][N:35]([CH3:40])[CH3:20])[CH:15]=4)[C:18]=3[N:19]=[C:20]([N:35]3[CH2:40][CH2:39][O:38][CH2:37][CH2:36]3)[N:21]=2)[CH:32]=[CH:31][CH:30]=1 |f:0.1|. Procedure: Sodium hydride (108 mg, 60% mineral oil dispersion, 2.72 mmol) was placed in a dried flask under a nitrogen atmosphere, followed by sequential addition of anhydrous tetrahydrofuran (10 ml) and 2-(4-methylpiperazin-1-yl)pyridin-4-ylamine (62 mg, 0.32 mmol) with a syringe. After the resulting mixture was stirred at room temperature for 2 hours, 4-[4-chloro-5-(2-chloroethyl)-6-(3-methoxyphenyl)-pyrimidin-2-yl]morpholine (100 mg, 0.27 mmol) was added, followed by heating to reflux for 4 hours. The r... Reactants: COCCN1C(=NC2=C1C=1OC(CCC1C(=C2)C(=O)OC)C2=CC=CC=C2)C (Methyl 1-(2-methoxyethyl)-2-methyl-8-phenyl-1,6,7,8-tetrahydrochromeno[7,8-d]imidazole-5-carboxylate), [OH-].[Na+] (sodium hydroxide), Cl (hydrochloric acid). Solvent: C(C)O (ethanol). Reaction conditions: temperature 80 celsius, time 2 hour. Yields the product COCCN1C(=NC2=C1C=1OC(CCC1C(=C2)C(=O)O)C2=CC=CC=C2)C (1-(2-Methoxyethyl)-2-methyl-8-phenyl-1,6,7,8-tetrahydrochromeno[7,8-d]imidazole-5-carboxylic acid). The yield is 96.8%. Reaction SMILES: [CH3:1][O:2][CH2:3][CH2:4][N:5]1[C:9]2[C:10]3[O:11][CH:12]([C:22]4[CH:27]=[CH:26][CH:25]=[CH:24][CH:23]=4)[CH2:13][CH2:14][C:15]=3[C:16]([C:18]([O:20]C)=[O:19])=[CH:17][C:8]=2[N:7]=[C:6]1[CH3:28].[OH-].[Na+].Cl>C(O)C>[CH3:1][O:2][CH2:3][CH2:4][N:5]1[C:9]2[C:10]3[O:11][CH:12]([C:22]4[CH:23]=[CH:24][CH:25]=[CH:26][CH:27]=4)[CH2:13][CH2:14][C:15]=3[C:16]([C:18]([OH:20])=[O:19])=[CH:17][C:8]=2[N:7]=[C:6]1[CH3:28] |f:1.2|. Procedure: A mixture of methyl 1-(2-methoxyethyl)-2-methyl-8-phenyl-1,6,7,8-tetrahydrochromeno[7,8-d]imidazole-5-carboxylate (1.37 g, 3.61 mmol, Step 11), 2 mol/L sodium hydroxide aqueous solution (3.60 mL, 7.21 mmol), and ethanol (20 mL) was stirred at 80° C. for 2 hours. After cooling to room temperature, 2 mol/L hydrochloric acid (3.60 mL, 7.21 mmol) was added, and the formed precipitate was collected by filtration to afford the title compound as a white solid (1.28 g, 96%). Starting materials: CC1(CCNCC1)N1CCC(CC1)N1C(N[C@@H]2[C@@H]1CCCC2)=O ((3aS,7aS)-1-[1-(4-methyl-4-piperidyl)-4-piperidyl]-3a,4,5,6,7,7a-hexahydro-3H-benzoimidazol-2-one), C(C)(C)N(CC)C(C)C (diisopropylethylamine), ClC(=O)OC(C)C (isopropyl chloroformate), C1(=CC=CC=C1)C (toluene), C(=O)(O)[O-].[Na+] (NaHCO3). Run in ClCCl (dichloromethane), ClCCl (dichloromethane). Reaction conditions: time 3 hour. Product: O=C1N[C@@H]2[C@@H](N1C1CCN(CC1)C1(CCN(CC1)C(=O)OC(C)C)C)CCCC2 (propan-2-yl 4-[4-[(3aS,7aS)-2-oxo-3a,4,5,6,7,7a-hexahydro-3H-benzoimidazol-1-yl]-1-piperidyl]-4-methyl-piperidine-1-carboxylate). Isolated yield 48.0%. As a reaction SMILES: [CH3:1][C:2]1([N:8]2[CH2:13][CH2:12][CH:11]([N:14]3[C@H:18]4[CH2:19][CH2:20][CH2:21][CH2:22][C@@H:17]4[NH:16][C:15]3=[O:23])[CH2:10][CH2:9]2)[CH2:7][CH2:6][NH:5][CH2:4][CH2:3]1.C(N(C(C)C)CC)(C)C.Cl[C:34]([O:36][CH:37]([CH3:39])[CH3:38])=[O:35].C1(C)C=CC=CC=1.C([O-])(O)=O.[Na+]>ClCCl>[O:23]=[C:15]1[N:14]([CH:11]2[CH2:12][CH2:13][N:8]([C:2]3([CH3:1])[CH2:7][CH2:6][N:5]([C:34]([O:36][CH:37]([CH3:39])[CH3:38])=[O:35])[CH2:4][CH2:3]3)[CH2:9][CH2:10]2)[C@H:18]2[CH2:19][CH2:20][CH2:21][CH2:22][C@@H:17]2[NH:16]1 |f:4.5|. Procedure: A solution of (3aS,7aS)-1-[1-(4-methyl-4-piperidyl)-4-piperidyl]-3a,4,5,6,7,7a-hexahydro-3H-benzoimidazol-2-one (HCl salt, 99 mg, 0.25 mmol) and diisopropylethylamine (129.3 mg, 1.0 mmol) in dry dichloromethane (5 mL) at 0° C. was added with a solution of 1.0 N isopropyl chloroformate in toluene (0.3 mL, 0.3 mmol) dropwise and stirred at room temperature for 3 h. Saturated NaHCO3 (5 mL) was added followed by dichloromethane (20 mL). The phases were separated and the aqueous phase was extracted w...